Dataset: the Open Reaction Database (ORD), a public repository of structured organic reaction records. Task: describe an organic reaction: reactants, conditions, products, and yield Starting materials: O=C(n1ccnc1)n1ccnc1, C1CCOC1, CCCCCC, Cn1cc(C(=O)O)c(Nc2ccc(I)cc2F)cc1=O, CC(N)CO, CN(C)C=O. Product: CC(CO)NC(=O)c1cn(C)c(=O)cc1Nc1ccc(I)cc1F. RXN SMILES: [C:21]([n:22]1[cH:23][cH:24][n:25][cH:26]1)([n:27]1[cH:28][cH:29][n:30][cH:31]1)=[O:32].[CH2:44]1[O:45][CH2:46][CH2:47][CH2:48]1.[CH3:38][CH2:39][CH2:40][CH2:41][CH2:42][CH3:43].[F:1][c:2]1[c:3]([NH:4][c:5]2[c:6]([C:13](=[O:14])[OH:15])[cH:7][n:8]([CH3:12])[c:9](=[O:11])[cH:10]2)[cH:16][cH:17][c:18]([I:20])[cH:19]1.[NH2:33][CH:34]([CH2:35][OH:36])[CH3:37].[O:49]=[CH:50][N:51]([CH3:52])[CH3:53]>>[F:1][c:2]1[c:3]([NH:4][c:5]2[c:6]([C:13](=[O:15])[NH:33][CH:34]([CH2:35][OH:36])[CH3:37])[cH:7][n:8]([CH3:12])[c:9](=[O:11])[cH:10]2)[cH:16][cH:17][c:18]([I:20])[cH:19]1. Reactants: FC=1C=C(C[C@@H]([C@@H](CNCC2=CC(=CC=C2)CC)O)NC(=O)C2=NC(=NC(=C2)C)N(CCC)CCC)C=C(C1)F (N-{(1S,2R)-1-(3,5-difluorobenzyl)-3-[(3-ethylbenzyl)amino]-2-hydroxypropyl}-2-(dipropylamino)-6-methylpyrimidine-4-carboxamide), C(CCC)N(C=1C=C(C(=O)O)C=C(N1)C#N)C (2-[butyl(methyl)amino]-6-cyanoisonicotinic acid). The product is C(CCC)N(C=1C=C(C(=O)N[C@H]([C@@H](CNCC2=CC(=CC=C2)CC)O)CC2=CC(=CC(=C2)F)F)C=C(N1)C#N)C (2-[butyl(methyl)amino]-6-cyano-N-{(1S,2R)-1-(3,5-difluorobenzyl)-3-[(3-ethylbenzyl)amino]-2-hydroxypropyl}isonicotinamide). As a reaction SMILES: [F:1][C:2]1[CH:3]=[C:4]([CH:37]=[C:38]([F:40])[CH:39]=1)[CH2:5][C@H:6]([NH:20]C(C1C=C(C)N=C(N(CCC)CCC)N=1)=O)[C@H:7]([OH:19])[CH2:8][NH:9][CH2:10][C:11]1[CH:16]=[CH:15][CH:14]=[C:13]([CH2:17][CH3:18])[CH:12]=1.[CH2:41]([N:45]([CH3:57])[C:46]1[CH:47]=[C:48]([CH:52]=[C:53]([C:55]#[N:56])[N:54]=1)[C:49]([OH:51])=O)[CH2:42][CH2:43][CH3:44]>>[CH2:41]([N:45]([CH3:57])[C:46]1[CH:47]=[C:48]([CH:52]=[C:53]([C:55]#[N:56])[N:54]=1)[C:49]([NH:20][C@@H:6]([CH2:5][C:4]1[CH:37]=[C:38]([F:40])[CH:39]=[C:2]([F:1])[CH:3]=1)[C@H:7]([OH:19])[CH2:8][NH:9][CH2:10][C:11]1[CH:16]=[CH:15][CH:14]=[C:13]([CH2:17][CH3:18])[CH:12]=1)=[O:51])[CH2:42][CH2:43][CH3:44]. Procedure: In the same manner as for N-{(1S,2R)-1-(3,5-difluorobenzyl)-3-[(3-ethylbenzyl)amino]-2-hydroxypropyl}-2-(dipropylamino)-6-methylpyrimidine-4-carboxamide {Example S-2435}, Step 3, 2-[butyl(methyl)amino]-6-cyanoisonicotinic acid (0.135 g) was converted to the title compound (0.223 g).